describe an organic reaction: reactants, conditions, products, and yield From a dataset of the Open Reaction Database (ORD), a public repository of structured organic reaction records. Reactants: C(C1=CC=CC=C1)OC=1C(=NN(C1CC(=O)OC)C)C (methyl (4-benzyloxy-1,3-dimethylpyrazol-5-yl)acetate). The reagents and catalysts are [Pd] (Pd/C). Run in CO (methanol). Yields the product CN1N=C(C(=C1CC(=O)OC)O)C (methyl (1,3-dimethyl-4-hydroxypyrazol-5-yl)acetate). As a reaction SMILES: C([O:8][C:9]1[C:10]([CH3:20])=[N:11][N:12]([CH3:19])[C:13]=1[CH2:14][C:15]([O:17][CH3:18])=[O:16])C1C=CC=CC=1>CO.[Pd]>[CH3:19][N:12]1[C:13]([CH2:14][C:15]([O:17][CH3:18])=[O:16])=[C:9]([OH:8])[C:10]([CH3:20])=[N:11]1. Procedure details: A solution of 10.3 g (37.5 mmol) of methyl (4-benzyloxy-1,3-dimethylpyrazol-5-yl)acetate in 200 ml of methanol is hydrogenated in the presence of 1 g of 10% Pd/C. When the reaction is complete, the reaction mixture is filtered and the filtrate is concentrated under vacuum. The residue is recrystallised from dichloromethane/n-hexane, giving methyl (1,3-dimethyl-4-hydroxypyrazol-5-yl)acetate; m.p. 119°-120° C.